This data is from the Open Reaction Database (ORD), a public repository of structured organic reaction records. The task is: describe an organic reaction: reactants, conditions, products, and yield Starting materials: Cc1cc2c(cc1C)Nc1ncccc1C(=O)N2, CI, CS(C)=O, [Na+], [OH-], O. The product is Cc1cc2c(cc1C)N(C)C(=O)c1cccnc1N2. RXN SMILES: [CH3:1][c:2]1[c:3]([CH3:18])[cH:4][c:5]2[c:6]([cH:17]1)[NH:7][C:8](=[O:16])[c:9]1[c:10]([n:12][cH:13][cH:14][cH:15]1)[NH:11]2.[CH3:21][I:22].[CH3:24][S:25]([CH3:26])=[O:27].[Na+:20].[OH-:19].[OH2:23]>>[CH3:1][c:2]1[c:3]([CH3:18])[cH:4][c:5]2[c:6]([cH:17]1)[N:7]([CH3:21])[C:8](=[O:16])[c:9]1[c:10]([n:12][cH:13][cH:14][cH:15]1)[NH:11]2.